The task is: describe an organic reaction: reactants, conditions, products, and yield. This data is from the Open Reaction Database (ORD), a public repository of structured organic reaction records. Reactants: [Br-], C1CCOC1, C[Mg+], CC(=O)c1ccc(-c2nc(-c3ccccc3)n(C)c2Sc2ccc(Cl)cc2)cc1. Yields the product Cn1c(-c2ccccc2)nc(-c2ccc(C(C)(C)O)cc2)c1Sc1ccc(Cl)cc1. As a reaction SMILES: [Br-:30].[CH2:33]1[O:34][CH2:35][CH2:36][CH2:37]1.[CH3:31][Mg+:32].[Cl:1][c:2]1[cH:3][cH:4][c:5]([S:8][c:9]2[c:10](-[c:21]3[cH:22][cH:23][c:24]([C:27]([CH3:28])=[O:29])[cH:25][cH:26]3)[n:11][c:12](-[c:15]3[cH:16][cH:17][cH:18][cH:19][cH:20]3)[n:13]2[CH3:14])[cH:6][cH:7]1>>[Cl:1][c:2]1[cH:3][cH:4][c:5]([S:8][c:9]2[c:10](-[c:21]3[cH:22][cH:23][c:24]([C:27]([CH3:28])([OH:29])[CH3:31])[cH:25][cH:26]3)[n:11][c:12](-[c:15]3[cH:16][cH:17][cH:18][cH:19][cH:20]3)[n:13]2[CH3:14])[cH:6][cH:7]1.